This data is from the Open Reaction Database (ORD), a public repository of structured organic reaction records. The task is: describe an organic reaction: reactants, conditions, products, and yield Reactants: ClC=1C=C(C=C(C1OCCCBr)Cl)OCC=C(Cl)Cl (3,5-dichloro-4-(3-bromopropyloxy)-1-(3,3-dichloro-2-propenyloxy)benzene), CN(C=O)C (N,N-dimethylformamide), crude product, ClC1=CC=C(C=CC(=O)O)C=C1 (4-chlorocinnamic acid), C([O-])([O-])=O.[K+].[K+] (potassium carbonate). The solvent is O (water). Reaction conditions: time 12 hour. Yields the product ClC=1C=C(C=C(C1OCCCOC(CC1=CC=C(C=C1)Cl)=O)Cl)OCC=C(Cl)Cl (3,5-dichloro-4-(3-(4-chlorophenylacetyloxy)propyloxy)-1-(3,3-dichloro-2-propenyloxy) benzene). Yield: 98.4%. RXN SMILES: [Cl:1][C:2]1[CH:3]=[C:4]([O:14][CH2:15][CH:16]=[C:17]([Cl:19])[Cl:18])[CH:5]=[C:6]([Cl:13])[C:7]=1[O:8][CH2:9][CH2:10][CH2:11]Br.[Cl:20][C:21]1[CH:31]=[CH:30][C:24]([CH:25]=CC(O)=O)=[CH:23][CH:22]=1.[C:32](=[O:35])([O-])[O-:33].[K+].[K+].CN(C)C=O>O>[Cl:1][C:2]1[CH:3]=[C:4]([O:14][CH2:15][CH:16]=[C:17]([Cl:19])[Cl:18])[CH:5]=[C:6]([Cl:13])[C:7]=1[O:8][CH2:9][CH2:10][CH2:11][O:33][C:32](=[O:35])[CH2:25][C:24]1[CH:30]=[CH:31][C:21]([Cl:20])=[CH:22][CH:23]=1 |f:2.3.4|. Procedure details: In a reaction vessel were placed 0.20 g of 3,5-dichloro-4-(3-bromopropyloxy)-1-(3,3-dichloro-2-propenyloxy)benzene, 0.11 g of 4-chlorocinnamic acid, 0.08 g of potassium carbonate and 5 ml of N,N-dimethylformamide, followed by stirring at room temperature for 12 hours. The reaction mixture was poured into water, and extracted twice with 30 ml of diethyl ether. The combined ether layer was washed with water, dried with anhydrous magnesium sulfate, and concentrated to obtain a crude product. The cr... The reactants are OC(C#CC1(CCC2(OCCO2)CC1)O)C1=CC=C(C=C1)OC (8-(3-Hydroxy-3-(4-methoxyphenyl)propyn-1-yl)-1,4-dioxaspiro[4.5]decan-8-ol). Reagents/catalysts: [O-2].[O-2].[Mn+4] (manganese dioxide). The solvent is ClCCl (dichloromethane). Reaction conditions: time 18 hour. Product: OC1(CCC2(OCCO2)CC1)C#CC(=O)C1=CC=C(C=C1)OC (3-(8-Hydroxy-1,4-dioxaspiro[4.5]decan-8-yl)-1-(4-methoxyphenyl)-2-propyn-1-one). Yield: 77.1%. RXN SMILES: [OH:1][CH:2]([C:16]1[CH:21]=[CH:20][C:19]([O:22][CH3:23])=[CH:18][CH:17]=1)[C:3]#[C:4][C:5]1([OH:15])[CH2:14][CH2:13][C:8]2([O:12][CH2:11][CH2:10][O:9]2)[CH2:7][CH2:6]1>ClCCl.[O-2].[O-2].[Mn+4]>[OH:15][C:5]1([C:4]#[C:3][C:2]([C:16]2[CH:21]=[CH:20][C:19]([O:22][CH3:23])=[CH:18][CH:17]=2)=[O:1])[CH2:14][CH2:13][C:8]2([O:12][CH2:11][CH2:10][O:9]2)[CH2:7][CH2:6]1 |f:2.3.4|. Procedure: To a solution of 8-(3-hydroxy-3-(4-methoxyphenyl)propyn-1-yl)-1,4-dioxaspiro[4.5]decan-8-ol (Reference Example 4) (7.10 g, 22.3 mmol) in dichloromethane (100 mL), manganese dioxide (9.69 g, 112 mmol) was added, and the obtained solution was stirred at room temperature for 18 hours. The reaction solution was filtered through Celite and the filtrate was concentrated under reduced pressure. The residue was purified by flash chromatography (silica gel, n-hexane/ethyl acetate) to obtain the captioned...